Dataset: the Open Reaction Database (ORD), a public repository of structured organic reaction records. Task: describe an organic reaction: reactants, conditions, products, and yield Reactants: [Sn].[C@@H]1([C@@H]([C@@H]([C@@H]([C@H]([C@@H]1OP(=O)(O)O)OP(=O)(O)O)OP(=O)(O)O)OP(=O)(O)O)OP(=O)(O)O)OP(=O)(O)O.P(=O)([O-])([O-])[O-] (tin phytic acid phosphate), [C@@H]1([C@@H]([C@@H]([C@@H]([C@H]([C@@H]1OP(=O)(O)O)OP(=O)(O)O)OP(=O)(O)O)OP(=O)(O)O)OP(=O)(O)O)OP(=O)(O)O (phytic acid), [C@@H]1([C@@H]([C@@H]([C@@H]([C@H]([C@@H]1OP(=O)(O)O)OP(=O)(O)O)OP(=O)(O)O)OP(=O)(O)O)OP(=O)(O)O)OP(=O)(O)O (phytic acid), P(=O)([O-])([O-])[O-] (phosphate), [Sn] (tin), [C@@H]1([C@@H]([C@@H]([C@@H]([C@H]([C@@H]1OP(=O)(O)O)OP(=O)(O)O)OP(=O)(O)O)OP(=O)(O)O)OP(=O)(O)O)OP(=O)(O)O (phytic acid), P(=O)([O-])([O-])[O-].[Na+].[Na+].[Na+] (sodium phosphate), Cl[Sn]Cl (SnCl2). Reagents/catalysts: CCCCCCCCCCCCCCCC[N+]=1C=CC=CC1.O.[Cl-] (cetylpyridinium chloride), CCCCCCCCCCCCCCCC[N+]=1C=CC=CC1.O.[Cl-] (cetylpyridinium chloride). Solvent: O (water), O (water). Product: [Sn].[C@@H]1([C@@H]([C@@H]([C@@H]([C@H]([C@@H]1OP(=O)(O)O)OP(=O)(O)O)OP(=O)(O)O)OP(=O)(O)O)OP(=O)(O)O)OP(=O)(O)O (tin phytic acid), Sn. Reaction SMILES: [C@@H:1]1([O:32][P:33]([OH:36])([OH:35])=[O:34])[C@@H:6]([O:7][P:8]([OH:11])([OH:10])=[O:9])[C@H:5]([O:12][P:13]([OH:16])([OH:15])=[O:14])[C@@H:4]([O:17][P:18]([OH:21])([OH:20])=[O:19])[C@@H:3]([O:22][P:23]([OH:26])([OH:25])=[O:24])[C@H:2]1[O:27][P:28]([OH:31])([OH:30])=[O:29].P([O-])([O-])([O-])=O.[Na+].[Na+].[Na+].[Sn:45].[C@@H]1(OP(O)(O)=O)[C@@H](OP(O)(O)=O)[C@H](OP(O)(O)=O)[C@@H](OP(O)(O)=O)[C@@H](OP(O)(O)=O)[C@H]1OP(O)(O)=O.P([O-])([O-])([O-])=O.Cl[Sn]Cl.P([O-])([O-])([O-])=O.[Sn]>CCCCCCCCCCCCCCCC[N+]1C=CC=CC=1.O.[Cl-].O>[Sn:45].[C@@H:3]1([O:22][P:23]([OH:26])([OH:25])=[O:24])[C@@H:4]([O:17][P:18]([OH:20])([OH:21])=[O:19])[C@H:5]([O:12][P:13]([OH:15])([OH:16])=[O:14])[C@@H:6]([O:7][P:8]([OH:11])([OH:10])=[O:9])[C@@H:1]([O:32][P:33]([OH:36])([OH:35])=[O:34])[C@H:2]1[O:27][P:28]([OH:30])([OH:31])=[O:29] |f:1.2.3.4,5.6.7,11.12.13,15.16,^3:44,94,120|. Procedure details: The following formulations were tested to determine the substantivity of cetylpyridinium chloride to HAP that had been treated with the test compounds in a separate step, prior to exposing the HAP to the cetylpyridinium chloride; water (control); phytic acid; sodium phosphate (NaH2PO4); and tin/phytic acid/phosphate (Sn-PaP). The phytic acid was used at 0.0015M and prepared from a 0.045M stock solution by removing a 5 mL aliquot to a vial and diluting with 10 mL of water. The pH of this solution... Starting materials: CO, O=C(O)C(F)(F)F, NCC(CC(O)C(F)(F)F)(c1cccc(OC(F)(F)F)c1)c1cccc(OC(F)(F)F)c1, O. Yields the product OC(CC(CNCCC(F)(F)F)(c1cccc(OC(F)(F)F)c1)c1cccc(OC(F)(F)F)c1)C(F)(F)F. RXN SMILES: [CH3:40][OH:41].[F:1][C:2]([C:3]([OH:4])=[O:5])([F:6])[F:7].[NH2:8][CH2:9][C:10]([CH2:11][CH:12]([C:13]([F:14])([F:15])[F:16])[OH:17])([c:18]1[cH:19][c:20]([O:24][C:25]([F:26])([F:27])[F:28])[cH:21][cH:22][cH:23]1)[c:29]1[cH:30][c:31]([O:35][C:36]([F:37])([F:38])[F:39])[cH:32][cH:33][cH:34]1.[OH2:42]>>[F:1][C:2]([CH2:3][CH2:40][NH:8][CH2:9][C:10]([CH2:11][CH:12]([C:13]([F:14])([F:15])[F:16])[OH:17])([c:18]1[cH:19][c:20]([O:24][C:25]([F:26])([F:27])[F:28])[cH:21][cH:22][cH:23]1)[c:29]1[cH:30][c:31]([O:35][C:36]([F:37])([F:38])[F:39])[cH:32][cH:33][cH:34]1)([F:6])[F:7]. Starting materials: ice, C(C)(C)(C)C1=C(OC2CNC2)C=CC=C1 (3-(2-tert-butylphenoxy)azetidine), Cl.N1=C(C=CC=C1)C(=O)Cl (picolinoyl chloride hydrochloride). The solvent is N1=CC=CC=C1 (pyridine). Reaction conditions: time 16 hour. The product is C(C)(C)(C)C1=C(OC2CN(C2)C(=O)C2=NC=CC=C2)C=CC=C1 ((3-(2-tert-butylphenoxy)azetidin-1-yl)(pyridin-2-yl)methanone). Isolated yield 31.1%. As a reaction SMILES: [C:1]([C:5]1[CH:15]=[CH:14][CH:13]=[CH:12][C:6]=1[O:7][CH:8]1[CH2:11][NH:10][CH2:9]1)([CH3:4])([CH3:3])[CH3:2].Cl.[N:17]1[CH:22]=[CH:21][CH:20]=[CH:19][C:18]=1[C:23](Cl)=[O:24]>N1C=CC=CC=1>[C:1]([C:5]1[CH:15]=[CH:14][CH:13]=[CH:12][C:6]=1[O:7][CH:8]1[CH2:9][N:10]([C:23]([C:18]2[CH:19]=[CH:20][CH:21]=[CH:22][N:17]=2)=[O:24])[CH2:11]1)([CH3:4])([CH3:2])[CH3:3] |f:1.2|. Procedure details: To an ice-cold stirred solution of 3-(2-tert-butylphenoxy)azetidine (2.00 g, 9.74 mmol) in pyridine (20.0 ml) was added picolinoyl chloride hydrochloride (2.08 g, 11.7 mmol). After stirring for 16 h at room temperature, the reaction mixture was concentrated under reduced pressure. The residue was partitioned between ethyl acetate and 10% aqueous Na2CO3 and separated. The organic layer was washed with saturated sodium chloride, dried (Na2SO4), filtered by a pad of silica gel and concentrated unde... Starting materials: ClC1=C(C(C(=O)O)=CC(=C1)Cl)N (3,5-dichloroanthranilic acid), S(O)(O)(=O)=O (sulfuric acid), C(C)(C)O (isopropanol), 100, N(=O)[O-].[Na+] (sodium nitrite). Run in O (water), O (water). Yields the product ClC=1C=C(C(=O)O)C=C(C1)Cl (3,5-dichlorobenzoic acid). Isolated yield 90.0%. As a reaction SMILES: [Cl:1][C:2]1[CH:10]=[C:9]([Cl:11])[CH:8]=[C:4]([C:5]([OH:7])=[O:6])[C:3]=1N.S(=O)(=O)(O)O.C(O)(C)C.N([O-])=O.[Na+]>O>[Cl:1][C:2]1[CH:3]=[C:4]([CH:8]=[C:9]([Cl:11])[CH:10]=1)[C:5]([OH:7])=[O:6] |f:3.4|. Procedure details: 206 parts of 3,5-dichloroanthranilic acid are introduced into 500 parts of 45 percent strength by weight sulfuric acid and 400 parts of isopropanol. A solution of 100 parts of sodium nitrite in 140 parts of water is run in over 5 hours at 80° C.; nitrogen is evolved. The mixture is cooled, 1,000 parts of water are added and the product is filtered off. 172 parts (90% of theory) of 3,5-dichlorobenzoic acid of melting point 175°-178° C. are obtained. Reactants: Cl (hydrochloric acid), O1CCOCC1 (dioxane), COC=1C=C(C(=O)N2CC(CC2)(C2=CC=CC=C2)CCN2CCN(CCC2)C2=NC3=C(N2CCOCC)C=CC=C3)C=C(C1OC)OS(=O)(=O)C (1-(3,4-dimethoxy-5-methanesulfonyloxybenzoyl)-3-(2-(4-(1-(2-ethoxyethyl)-1H-benzimidazol-2-yl)[1,4]diazepan-1-yl)ethyl)-3-phenylpyrrolidine), C([O-])([O-])=O.[K+].[K+] (potassium carbonate), [OH-].[Na+] (sodium hydroxide). The solvent is CO (methanol), ClCCl.CO (dichloromethane methanol), ClCCl (dichloromethane). Run at time 18 hour. Yields the product COC=1C=C(C(=O)N2CC(CC2)(C2=CC=CC=C2)CCN2CCN(CCC2)C2=NC3=C(N2CCOCC)C=CC=C3)C=C(C1OC)O (1-(3,4-Dimethoxy-5-hydroxybenzoyl)-3-(2-(4-(1-(2-ethoxyethyl)-1H-benzimidazol-2-yl)[1,4]diazepan-1-yl)ethyl)-3-phenylpyrrolidine). As a reaction SMILES: [CH3:1][O:2][C:3]1[CH:4]=[C:5]([CH:42]=[C:43]([O:47]S(C)(=O)=O)[C:44]=1[O:45][CH3:46])[C:6]([N:8]1[CH2:12][CH2:11][C:10]([CH2:19][CH2:20][N:21]2[CH2:27][CH2:26][CH2:25][N:24]([C:28]3[N:32]([CH2:33][CH2:34][O:35][CH2:36][CH3:37])[C:31]4[CH:38]=[CH:39][CH:40]=[CH:41][C:30]=4[N:29]=3)[CH2:23][CH2:22]2)([C:13]2[CH:18]=[CH:17][CH:16]=[CH:15][CH:14]=2)[CH2:9]1)=[O:7].C(=O)([O-])[O-].[K+].[K+].[OH-].[Na+].Cl.O1CCOCC1>ClCCl.ClCCl.CO.CO>[CH3:1][O:2][C:3]1[CH:4]=[C:5]([CH:42]=[C:43]([OH:47])[C:44]=1[O:45][CH3:46])[C:6]([N:8]1[CH2:12][CH2:11][C:10]([CH2:19][CH2:20][N:21]2[CH2:27][CH2:26][CH2:25][N:24]([C:28]3[N:32]([CH2:33][CH2:34][O:35][CH2:36][CH3:37])[C:31]4[CH:38]=[CH:39][CH:40]=[CH:41][C:30]=4[N:29]=3)[CH2:23][CH2:22]2)([C:13]2[CH:14]=[CH:15][CH:16]=[CH:17][CH:18]=2)[CH2:9]1)=[O:7] |f:1.2.3,4.5,9.10|. Procedure: Combine 1-(3,4-dimethoxy-5-methanesulfonyloxybenzoyl)-3-(2-(4-(1-(2-ethoxyethyl)-1H-benzimidazol-2-yl)[1,4]diazepan-1-yl)ethyl)-3-phenylpyrrolidine (0.5 g, 0.5 mmol) and methanol (4 mL). Add potassium carbonate (0.5 g). After 18 hours, add a 1 M aqueous sodium hydroxide solution (1 mL) and extract with dichloromethane. Dry the organic layer over Na2SO4, filter, and concentrate in vacuo to give a residue. Chromatograph the residue on silica gel eluting with dichloromethane/methanol/concentrated a... Starting materials: N[C@H]1[C@@H](CN(CC1)C=1C(=C(C=C(C1)C#N)NC1=NN2C(C(=N1)NC1CC1)=NC=C2C#N)Cl)O[Si](C)(C)C(C)(C)C ((+/−) 2-((3-((3R,4R)-4-amino-3-((tert-butyldimethylsilyl)oxy)piperidin-1-yl)-2-chloro-5-cyanophenyl)amino)-4-(cyclopropylamino)imidazo[2,1-f][1,2,4]triazine-7-carbonitrile), C(OC)(OC)OC (trimethyl orthoformate), CC(=O)O (AcOH), O1CC(C1)=O (oxetan-3-one). The solvent is CO (MeOH), C1CCOC1 (THF), CCOC(=O)C (EtOAc). Run at time 2 hour. The product is [Si](C)(C)(C(C)(C)C)O[C@@H]1CN(CC[C@H]1NC1COC1)C=1C(=C(C=C(C1)C#N)NC1=NN2C(C(=N1)NC1CC1)=NC=C2C#N)Cl ((+/−)-2-((3-((3R,4R)-3-((tert-butyldimethylsilyl)oxy)-4-(oxetan-3-ylamino)piperidin-1-yl)-2-chloro-5-cyanophenyl)amino)-4-(cyclopropylamino)imidazo[2,1-f][1,2,4]triazine-7-carbonitrile). The yield is 45.4%. RXN SMILES: [NH2:1][C@@H:2]1[CH2:7][CH2:6][N:5]([C:8]2[C:9]([Cl:32])=[C:10]([NH:16][C:17]3[N:22]=[C:21]([NH:23][CH:24]4[CH2:26][CH2:25]4)[C:20]4=[N:27][CH:28]=[C:29]([C:30]#[N:31])[N:19]4[N:18]=3)[CH:11]=[C:12]([C:14]#[N:15])[CH:13]=2)[CH2:4][C@H:3]1[O:33][Si:34]([C:37]([CH3:40])([CH3:39])[CH3:38])([CH3:36])[CH3:35].C(OC)(OC)OC.CC(O)=O.[O:52]1[CH2:55][C:54](=O)[CH2:53]1>CO.CCOC(C)=O.C1COCC1>[Si:34]([O:33][C@H:3]1[C@H:2]([NH:1][CH:54]2[CH2:55][O:52][CH2:53]2)[CH2:7][CH2:6][N:5]([C:8]2[C:9]([Cl:32])=[C:10]([NH:16][C:17]3[N:22]=[C:21]([NH:23][CH:24]4[CH2:25][CH2:26]4)[C:20]4=[N:27][CH:28]=[C:29]([C:30]#[N:31])[N:19]4[N:18]=3)[CH:11]=[C:12]([C:14]#[N:15])[CH:13]=2)[CH2:4]1)([C:37]([CH3:40])([CH3:39])[CH3:38])([CH3:35])[CH3:36]. Procedure: (+/−) 2-((3-((3R,4R)-4-amino-3-((tert-butyldimethylsilyl)oxy)piperidin-1-yl)-2-chloro-5-cyanophenyl)amino)-4-(cyclopropylamino)imidazo[2,1-f][1,2,4]triazine-7-carbonitrile (Example 171C) (60 mg, 0.104 mmol) was taken up in MeOH (1 mL) and THF (1 mL) and trimethyl orthoformate (0.859 mL, 7.77 mmol), AcOH (0.024 mL, 0.414 mmol), and oxetan-3-one (0.066 mL, 1.036 mmol) were added. The reaction was stirred at rt for 2 h, then NaCNBH4 (65.1 mg, 1.036 mmol) was added and the reaction was stirred at rt... Starting materials: C(C)(C)(C)OC(CC(COCC1=CC=CC=C1)O)=O (tert-butyl-4-(benzyloxy)-3-hydroxybutanoate), N1=C(C=CC=C1C)C (2,6-lutidine), [Si](C)(C)(C(C)(C)C)OS(=O)(=O)C(F)(F)F (TBSOTf). Solvent: C(Cl)Cl (DCM), CCOC(=O)C (EtOAc). Conditions: temperature 0 celsius, time 16 hour. Product: C(C1=CC=CC=C1)OCC(CC(=O)OC(C)(C)C)O[Si](C)(C)C(C)(C)C (tert-butyl 4-(benzyloxy)-3-(tert-butyldimethylsilyloxy)butanoate). Isolated yield 92.2%. RXN SMILES: [C:1]([O:5][C:6](=[O:19])[CH2:7][CH:8]([OH:18])[CH2:9][O:10][CH2:11][C:12]1[CH:17]=[CH:16][CH:15]=[CH:14][CH:13]=1)([CH3:4])([CH3:3])[CH3:2].N1C(C)=CC=CC=1C.[Si:28](OS(C(F)(F)F)(=O)=O)([C:31]([CH3:34])([CH3:33])[CH3:32])([CH3:30])[CH3:29]>C(Cl)Cl.CCOC(C)=O>[CH2:11]([O:10][CH2:9][CH:8]([O:18][Si:28]([C:31]([CH3:34])([CH3:33])[CH3:32])([CH3:30])[CH3:29])[CH2:7][C:6]([O:5][C:1]([CH3:4])([CH3:2])[CH3:3])=[O:19])[C:12]1[CH:13]=[CH:14][CH:15]=[CH:16][CH:17]=1. Procedure details: To a solution of tert-butyl-4-(benzyloxy)-3-hydroxybutanoate XXXV [Tetrahedron (1993), 49(10), 1997-2010] (2.3 g, 8.84 mmol) in DCM (100 mL) at 0° C. was added 2,6-lutidine (3.07 mL, 26.52 mmol) and TBSOTf (4 mL, 4. 17.68 mmol). After stirring for 16 h at 0° C., the reaction was diluted with EtOAc (400 mL). The mixture was washed with 1N HCl, saturated aq NaHCO3, water and dried. The extract was dried (MgSO4) and concentrated under reduced pressure. Purification of the crude product by column ch... The reactants are ClC1=CC=C(C(=O)Cl)C=C1 (p-chlorobenzoyl chloride), NCCN1CCOCC1 (N-(2-aminoethyl)-morpholine), ice water. The solvent is N1=CC=CC=C1 (pyridine). Conditions: time 8 hour. The product is ClC1=CC=C(C(=O)NCCN2CCOCC2)C=C1 (p-chloro-N-(2-morpholinoethyl)-benzamide). RXN SMILES: [Cl:1][C:2]1[CH:10]=[CH:9][C:5]([C:6](Cl)=[O:7])=[CH:4][CH:3]=1.[NH2:11][CH2:12][CH2:13][N:14]1[CH2:19][CH2:18][O:17][CH2:16][CH2:15]1>N1C=CC=CC=1>[Cl:1][C:2]1[CH:10]=[CH:9][C:5]([C:6]([NH:11][CH2:12][CH2:13][N:14]2[CH2:19][CH2:18][O:17][CH2:16][CH2:15]2)=[O:7])=[CH:4][CH:3]=1. Procedure: 35 G. of p-chlorobenzoyl chloride are added dropwise to a solution of 26 g. of N-(2-aminoethyl)-morpholine in 200 ml. of pyridine, while stirring and cooling with ice-water. Thereafter, the mixture is stirred overnight at room temperature and subsequently evaporated to dryness. Then, the residue is evaporated twice more with 200 ml. of toluene each time. The solid residue is taken up in 300 ml. of ice-water and 300 ml. of methylene chloride and rendered basic with 3-N sodium hydroxide solution. ... RXN SMILES: [F:1][C:2]1[CH:3]=[C:4]([CH:16]=[C:17]([C:19]([F:22])([F:21])[F:20])[CH:18]=1)[CH2:5][CH:6]1[CH2:11][CH:10]([C:12]([O:14][CH3:15])=[O:13])[CH2:9][CH2:8][NH:7]1.CCN(C(C)C)C(C)C.[C:32](Cl)(=[O:35])[O:33][CH3:34]>C(Cl)Cl>[F:1][C:2]1[CH:3]=[C:4]([CH:16]=[C:17]([C:19]([F:22])([F:20])[F:21])[CH:18]=1)[CH2:5][CH:6]1[CH2:11][CH:10]([C:12]([O:14][CH3:15])=[O:13])[CH2:9][CH2:8][N:7]1[C:32]([O:33][CH3:34])=[O:35]. Yields the product FC=1C=C(CC2N(CCC(C2)C(=O)OC)C(=O)OC)C=C(C1)C(F)(F)F (dimethyl 2-(3-fluoro-5-(trifluoromethyl)benzyl)piperidine-1,4-dicarboxylate). Starting materials: CCN(C(C)C)C(C)C (DIPEA), FC=1C=C(CC2NCCC(C2)C(=O)OC)C=C(C1)C(F)(F)F (methyl 2-(3-fluoro-5-(trifluoromethyl)benzyl)piperidine-4-carboxylate), C(OC)(=O)Cl (methyl carbonochloridate). The solvent is C(Cl)Cl (DCM). Yield: 102.0%. Run at time 2 hour. Procedure: To a solution of methyl 2-(3-fluoro-5-(trifluoromethyl)benzyl)piperidine-4-carboxylate (4.10 g, 12.84 mmol) in DCM (50 mL) cooled in an ice-bath was added DIPEA (3.5 mL, 20.09 mmol) followed by methyl carbonochloridate (1.112 mL, 14.12 mmol). After completed addition the reaction mixture was stirred at room temperature for 2 h. The solvents were evaporated and the residue partitioned between ethyl acetate and 3.8 M HCl. After phase separation the organic layer was washed with brine, then dried o...